This data is from the Open Reaction Database (ORD), a public repository of structured organic reaction records. The task is: describe an organic reaction: reactants, conditions, products, and yield Reactants: COC(=O)c1ccc2c(c1)nc(-c1ccccc1)c1nc(S(C)(=O)=O)ncc12, CN1CCCC1=O, O. Yields the product COC(=O)c1ccc2c(c1)nc(-c1ccccc1)c1nc(NC3CC3)ncc12. As a reaction SMILES: [CH3:1][S:2](=[O:3])(=[O:4])[c:5]1[n:6][cH:7][c:8]2[c:9]([c:10](-[c:22]3[cH:23][cH:24][cH:25][cH:26][cH:27]3)[n:11][c:12]3[cH:13][c:14]([C:18](=[O:19])[O:20][CH3:21])[cH:15][cH:16][c:17]23)[n:28]1.[CH3:30][N:31]1[C:32](=[O:36])[CH2:33][CH2:34][CH2:35]1.[OH2:29]>>[c:5]1([NH:31][CH:35]2[CH2:33][CH2:34]2)[n:6][cH:7][c:8]2[c:9]([c:10](-[c:22]3[cH:23][cH:24][cH:25][cH:26][cH:27]3)[n:11][c:12]3[cH:13][c:14]([C:18](=[O:19])[O:20][CH3:21])[cH:15][cH:16][c:17]23)[n:28]1. Yield: 61.0%. Starting materials: C1(CCCCC1)N=C=NC1CCCCC1 (dicyclohexylcarbodiimide), C1(=CC=CC=C1)CCCCCCO (6-phenylhexanol), C(C#C)(=O)O (propiolic acid). Solvent: CCOCC (ether), CCOCC (ether). Reaction SMILES: C1(N=C=NC2CCCCC2)CCCCC1.[C:16]1([CH2:22][CH2:23][CH2:24][CH2:25][CH2:26][CH2:27][OH:28])[CH:21]=[CH:20][CH:19]=[CH:18][CH:17]=1.[C:29](O)(=[O:32])[C:30]#[CH:31]>CN(C)C1C=CN=CC=1.CCOCC>[C:29]([O:28][CH2:27][CH2:26][CH2:25][CH2:24][CH2:23][CH2:22][C:16]1[CH:21]=[CH:20][CH:19]=[CH:18][CH:17]=1)(=[O:32])[C:30]#[CH:31]. Reagents/catalysts: CN(C1=CC=NC=C1)C (4-dimethylaminopyridine). Yields the product C(C#C)(=O)OCCCCCCC1=CC=CC=C1 (6-phenylhexyl propiolate). Procedure: Under a nitrogen atmosphere at -20° C., a mixture of 1.3 g of dicyclohexylcarbodiimide, 0.051 g of 4-dimethylaminopyridine in 15 ml of dried ether is added dropwise, with stirring, to a mixture of 1 g of 6-phenylhexanol and 0.43 g of propiolic acid in 15 ml of dried ether. After the addition was over, the reaction solution was warmed to the room temperature and stirred at the room temperature for ten hours. After the reaction was completed, the reaction solution was filtered. The filtrate was wa... The product is CC#CCOc1cc(C(C)c2ccccc2F)ncn1. Starting materials: CC#CCO, [Cl-], CC(c1cc(Cl)ncn1)c1ccccc1F, [H-], [NH4+], [Na+], C1CCOC1. As a reaction SMILES: [CH2:3]([C:4]#[C:5][CH3:6])[OH:7].[Cl-:24].[Cl:8][c:9]1[n:10][cH:11][n:12][c:13]([CH:15]([CH3:16])[c:17]2[c:18]([F:23])[cH:19][cH:20][cH:21][cH:22]2)[cH:14]1.[H-:1].[NH4+:25].[Na+:2].[O:26]1[CH2:27][CH2:28][CH2:29][CH2:30]1>>[CH2:3]([C:4]#[C:5][CH3:6])[O:7][c:9]1[n:10][cH:11][n:12][c:13]([CH:15]([CH3:16])[c:17]2[c:18]([F:23])[cH:19][cH:20][cH:21][cH:22]2)[cH:14]1. Starting materials: C1(CCCCC1)P(OCC)C1=CC=CC=C1 (ethyl cyclohexylphenylphosphinite), O (water). Conditions: time 3 hour. The product is C1(CCCCC1)P(C1=CC=CC=C1)=O (cyclohexylphenylphosphine oxide). The yield is 95.7%. Reaction SMILES: [CH:1]1([P:7]([C:11]2[CH:16]=[CH:15][CH:14]=[CH:13][CH:12]=2)[O:8]CC)[CH2:6][CH2:5][CH2:4][CH2:3][CH2:2]1.O>>[CH:11]1([PH:7](=[O:8])[C:1]2[CH:2]=[CH:3][CH:4]=[CH:5][CH:6]=2)[CH2:16][CH2:15][CH2:14][CH2:13][CH2:12]1. Procedure: 36 g (0.153 mol) of ethyl cyclohexylphenylphosphinite are heated to 90° C. under a nitrogen atmosphere and 2.9 g (0.161 mol) of water are added dropwise with constant stirring in the course of 3 hours. The batch is further stirred at 85° to 90° C. for 3 hours. An ethanol/water mixture is then distilled off in vacuo up to an internal temperature of 95° C. 30.5 g of cyclohexylphenylphosphine oxide are obtained as residue. This corresponds to a yield of 96% of theory. The reactants are Cc1ccccc1, CC(NC(=O)C(NC(=O)C(CC=Cc1ccc(-c2ccccc2)c(Cl)c1)CC(=O)OC(C)(C)C)C(C)(C)C)c1ccccc1. The product is CC(NC(=O)C(NC(=O)C(CCCc1ccc(-c2ccccc2)c(Cl)c1)CC(=O)OC(C)(C)C)C(C)(C)C)c1ccccc1. RXN SMILES: [CH3:45][c:46]1[cH:47][cH:48][cH:49][cH:50][cH:51]1.[Cl:1][c:2]1[cH:3][c:4]([CH:14]=[CH:15][CH2:16][CH:17]([CH2:18][C:19](=[O:20])[O:21][C:22]([CH3:23])([CH3:24])[CH3:25])[C:26](=[O:27])[NH:28][CH:29]([C:30]([CH3:31])([CH3:32])[CH3:33])[C:34](=[O:35])[NH:36][CH:37]([CH3:38])[c:39]2[cH:40][cH:41][cH:42][cH:43][cH:44]2)[cH:5][cH:6][c:7]1-[c:8]1[cH:9][cH:10][cH:11][cH:12][cH:13]1>>[Cl:1][c:2]1[cH:3][c:4]([CH2:14][CH2:15][CH2:16][CH:17]([CH2:18][C:19](=[O:20])[O:21][C:22]([CH3:23])([CH3:24])[CH3:25])[C:26](=[O:27])[NH:28][CH:29]([C:30]([CH3:31])([CH3:32])[CH3:33])[C:34](=[O:35])[NH:36][CH:37]([CH3:38])[c:39]2[cH:40][cH:41][cH:42][cH:43][cH:44]2)[cH:5][cH:6][c:7]1-[c:8]1[cH:9][cH:10][cH:11][cH:12][cH:13]1.